Task: describe an organic reaction: reactants, conditions, products, and yield. Dataset: the Open Reaction Database (ORD), a public repository of structured organic reaction records The reactants are C(C)(C)(C)C1=NN(C(=C1)NC(=O)N[C@H]1CC[C@H](C2=CC=CC=C12)OC=1C=CC=2N(C1)C(=NN2)N2[C@H](CCCC2)C)C=2C=NN(C2)CCOS(=O)(=O)C (Methanesulfonic acid 2-[3-tert-butyl-5-(3-{(1S,4R)-4-[3-((S)-2-methyl-piperidin-1-yl)-[1,2,4]triazolo[4,3-a]pyridin-6-yloxy]-1,2,3,4-tetrahydro-naphthalen-1-yl}-ureido)-[1,4′]bipyrazolyl-1′-yl]-ethyl ester), N1CCOCC1 (morpholine). The solvent is C1CCOC1 (THF). Reaction conditions: temperature 50 celsius, time 8 hour. Yields the product C(C)(C)(C)C1=NN(C(=C1)NC(=O)N[C@H]1CC[C@H](C2=CC=CC=C12)OC=1C=CC=2N(C1)C(=NN2)N2[C@H](CCCC2)C)C=2C=NN(C2)CCN2CCOCC2 (1-[3-tert-Butyl-1′-(2-morpholin-4-yl-ethyl)-1′H-[1,4′]bipyrazolyl-5-yl]-3-{(1S,4R)-4-[3-((S)-2-methyl-piperidin-1-yl)-[1,2,4]triazolo[4,3-a]pyridin-6-yloxy]-1,2,3,4-tetrahydro-naphthalen-1-yl}-urea). The yield is 35.7%. Reaction SMILES: [C:1]([C:5]1[CH:9]=[C:8]([NH:10][C:11]([NH:13][C@@H:14]2[C:23]3[C:18](=[CH:19][CH:20]=[CH:21][CH:22]=3)[C@H:17]([O:24][C:25]3[CH:26]=[CH:27][C:28]4[N:29]([C:31]([N:34]5[CH2:39][CH2:38][CH2:37][CH2:36][C@@H:35]5[CH3:40])=[N:32][N:33]=4)[CH:30]=3)[CH2:16][CH2:15]2)=[O:12])[N:7]([C:41]2[CH:42]=[N:43][N:44]([CH2:46][CH2:47]OS(C)(=O)=O)[CH:45]=2)[N:6]=1)([CH3:4])([CH3:3])[CH3:2].[NH:53]1[CH2:58][CH2:57][O:56][CH2:55][CH2:54]1>C1COCC1>[C:1]([C:5]1[CH:9]=[C:8]([NH:10][C:11]([NH:13][C@@H:14]2[C:23]3[C:18](=[CH:19][CH:20]=[CH:21][CH:22]=3)[C@H:17]([O:24][C:25]3[CH:26]=[CH:27][C:28]4[N:29]([C:31]([N:34]5[CH2:39][CH2:38][CH2:37][CH2:36][C@@H:35]5[CH3:40])=[N:32][N:33]=4)[CH:30]=3)[CH2:16][CH2:15]2)=[O:12])[N:7]([C:41]2[CH:42]=[N:43][N:44]([CH2:46][CH2:47][N:53]3[CH2:58][CH2:57][O:56][CH2:55][CH2:54]3)[CH:45]=2)[N:6]=1)([CH3:2])([CH3:3])[CH3:4]. Procedure: To a solution of Intermediate 187c (0.19 mmol) in THF (3 mL) was added morpholine (166 μL, 1.9 mmol) and the reaction stirred at 50° C. overnight. The crude reaction mixture was partitioned between EtOAc and water. The aqueous phase was extracted with EtOAc (×3) and the combined organic layers were washed with brine, dried (MgSO4) and concentrated in vacuo. The resultant residue was purified by FCC on silica, using a gradient of 2.5-10% (2M NH3 in MeOH) in DCM followed by MDAP (Method 7) purific... Reaction SMILES: [CH3:1][C:2]1([CH3:26])[CH2:11][CH2:10][C:9]([CH3:13])([CH3:12])[C:8]2[CH:7]=[C:6]([C:14]([O:16][C:17]3[CH:25]=[CH:24][C:20]([C:21](N)=[O:22])=[CH:19][CH:18]=3)=[O:15])[CH:5]=[CH:4][C:3]1=2.[OH:27][C:28]1C=CC(C(N)=O)=C[CH:29]=1>>[CH3:1][C:2]1([CH3:26])[CH2:11][CH2:10][C:9]([CH3:13])([CH3:12])[C:8]2[CH:7]=[C:6]([C:14]([O:16][C:17]3[CH:25]=[CH:24][C:20]([C:21]([O:27][CH2:28][CH3:29])=[O:22])=[CH:19][CH:18]=3)=[O:15])[CH:5]=[CH:4][C:3]1=2. The reactants are CC1(C=2C=CC(=CC2C(CC1)(C)C)C(=O)OC1=CC=C(C(=O)N)C=C1)C (4-(5,5,8,8-Tetramethyl-5,6,7,8-tetrahydro-2-naphthoyloxy)benzamide), OC1=CC=C(C(=O)N)C=C1 (4-hydroxybenzamide). Procedure details: 4-(5,5,8,8-Tetramethyl-5,6,7,8-tetrahydro-2-naphthoyloxy)benzamide-Using 4-hydroxybenzamide, the title compound was synthesized as a white solid. PMR (CDCl3): δ 1.35 (6H, s), 1.37 (6H, s), 1.76 (4H, s), 7.32 (2H, d, J~8.6 Hz), 7.48 (1H, d, J~8.4 Hz), 7.89-7.98 (3H, m), 8.17 (1H, d, J~1.9 Hz). The product is CC1(C=2C=CC(=CC2C(CC1)(C)C)C(=O)OC1=CC=C(C(=O)OCC)C=C1)C (Ethyl 4-(5,5,8,8-tetramethyl-5,6,7,8-tetrahydro-2-naphthoyloxy)benzoate). The reactants are IC1=CC=NC=C1 (4-iodopyridine), [Li]CCCC (n-BuLi), C1CCOC1 (THF), FC1=CC=C(C=C1)C1=NC(=NO1)C(C)=O (1-(5-(4-Fluorophenyl)-1,2,4-oxadiazol-3-yl)ethanone), C1CCOC1 (THF). Run at time 10 minute. The product is FC1=CC=C(C=C1)C1=NOC(=C1)C(C)C1=CC=NC=C1 (3-(4-fluorophenyl)-5-(1-(pyridin-4-yl)ethyl)isoxazole). The yield is 29.0%. As a reaction SMILES: I[C:2]1[CH:7]=[CH:6][N:5]=[CH:4][CH:3]=1.[Li][CH2:9][CH2:10][CH2:11][CH3:12].[F:13][C:14]1[CH:19]=[CH:18][C:17]([C:20]2ON=C(C(=O)C)[N:21]=2)=[CH:16][CH:15]=1.C1C[O:31]CC1>>[F:13][C:14]1[CH:15]=[CH:16][C:17]([C:20]2[CH:9]=[C:10]([CH:11]([C:2]3[CH:7]=[CH:6][N:5]=[CH:4][CH:3]=3)[CH3:12])[O:31][N:21]=2)=[CH:18][CH:19]=1. Procedure: To a stirred solution of 4-iodopyridine (0.29 g, 0.463 mmol) in THF (30 mL) at −78° C. was added n-BuLi (2.4 mL, 3.9 mmol) and the mixture was stirred for 10 min. 1-(5-(4-Fluorophenyl)-1,2,4-oxadiazol-3-yl)ethanone (0.5 g, 2.79 mmol) in THF (5 mL) was then added to reaction, which was then stirred at −78° C. for 2 h. The reaction was then quenched with saturated ammonium chloride solution (10 mL) and diluted with ethyl acetate (50 mL). The organic layer was separated, washed with ammonium chlori... Reactants: ClC1=C(C(=NC(=N1)N1[C@H](COCC1)C)NC1CN(C1)C(=O)OC(C)(C)C)CCO (tert-butyl 3-({6-chloro-5-(2-hydroxyethyl)-2-[(3S)-3-methylmorpholin-4-yl]pyrimidin-4-yl}amino)azetidine-1-carboxylate), TEA, CS(=O)(=O)Cl (methanesulfonyl chloride), ice, C1CCC2=NCCCN2CC1 (DBU), crude mixture. The reagents and catalysts are CN(C)C=1C=CN=CC1 (DMAP). Run in C(Cl)Cl (DCM), [Cl-].[Na+].O (brine). Reaction conditions: temperature 15 celsius, time 2 hour. The product is ClC=1C2=C(N=C(N1)N1[C@H](COCC1)C)N(CC2)C2CN(C2)C(=O)OC(C)(C)C (tert-butyl 3-{4-chloro-2[(3S)-3-methylmorpholin-4-yl]-5,6-dihydro-7H-pyrrolo[2,3-d]pyrimidin-7-yl}azetidine-1-carboxylate). The yield is 83.4%. Reaction SMILES: [Cl:1][C:2]1[N:7]=[C:6]([N:8]2[CH2:13][CH2:12][O:11][CH2:10][C@@H:9]2[CH3:14])[N:5]=[C:4]([NH:15][CH:16]2[CH2:19][N:18]([C:20]([O:22][C:23]([CH3:26])([CH3:25])[CH3:24])=[O:21])[CH2:17]2)[C:3]=1[CH2:27][CH2:28]O.CS(Cl)(=O)=O.C1CCN2C(=NCCC2)CC1>C(Cl)Cl.CN(C1C=CN=CC=1)C.[Cl-].[Na+].O>[Cl:1][C:2]1[C:3]2[CH2:27][CH2:28][N:15]([CH:16]3[CH2:19][N:18]([C:20]([O:22][C:23]([CH3:26])([CH3:24])[CH3:25])=[O:21])[CH2:17]3)[C:4]=2[N:5]=[C:6]([N:8]2[CH2:13][CH2:12][O:11][CH2:10][C@@H:9]2[CH3:14])[N:7]=1 |f:5.6.7|. Procedure: A solution of tert-butyl 3-({6-chloro-5-(2-hydroxyethyl)-2-[(3S)-3-methylmorpholin-4-yl]pyrimidin-4-yl}amino)azetidine-1-carboxylate (0.1 g, 0.234 mmol) in DCM (4 mL) was treated with TEA (0.08 mL, 0.57 mmol) and methanesulfonyl chloride (0.026 mL, 0.34 mmol) at 0° C., followed by addition of a catalytic amount of DMAP. The reaction mixture was stirred for 2 h, letting the ice bath slowly warm to about 15° C. The reaction mixture was partitioned between DCM (2×10 mL) and water (10 mL). The organ... Starting materials: C(C)(=O)NC1=C(C=C(C(=O)OCC)C=C1)N (ethyl 4-(acetylamino)-3-amino-benzoate), C(C)(=O)OC1=CC(=C(CBr)C=C1)Cl (4-acetoxy-2-chlorobenzyl bromide), C([O-])([O-])=O.[K+].[K+] (potassium carbonate), [I-].[Na+] (sodium iodide). Solvent: O (water), C(C)(=O)OCC (ethyl acetate). Run at temperature 70 celsius, time 15 hour. The product is ClC1=C(CN2C(=NC3=C2C=C(C=C3)C(=O)OCC)C)C=CC(=C1)O (1-(2-chloro-4-hydroxybenzyl)-6-(ethoxycarbonyl)-2-methylbenzimidazole). The yield is 15.6%. Reaction SMILES: [C:1]([NH:4][C:5]1[CH:15]=[CH:14][C:8]([C:9]([O:11][CH2:12][CH3:13])=[O:10])=[CH:7][C:6]=1[NH2:16])(=O)[CH3:2].C([O:20][C:21]1[CH:28]=[CH:27][C:24]([CH2:25]Br)=[C:23]([Cl:29])[CH:22]=1)(=O)C.C(=O)([O-])[O-].[K+].[K+].[I-].[Na+]>O.C(OCC)(=O)C>[Cl:29][C:23]1[CH:22]=[C:21]([OH:20])[CH:28]=[CH:27][C:24]=1[CH2:25][N:16]1[C:6]2[CH:7]=[C:8]([C:9]([O:11][CH2:12][CH3:13])=[O:10])[CH:14]=[CH:15][C:5]=2[N:4]=[C:1]1[CH3:2] |f:2.3.4,5.6|. Reported procedure: A mixture of 6.34 g of ethyl 4-(acetylamino)-3-amino-benzoate, 14.0 g of 4-acetoxy-2-chlorobenzyl bromide, 5.12 g of potassium carbonate, 1.28 g of sodium iodide, 35 ml of ethyl acetate, and 13 ml of water was stirred at 70° C. for 15 hours. After the reaction was completed, the solution was separated. After washed with water, the organic layer was concentrated under reduced pressure. To the oily residue, 30 ml of ethanol and 3.2 g of 35% hydrochloric acid was added and the solution was stirred ... The reactants are [Al+3], C1CCOC1, [H-], [H-], [H-], [H-], [Li+], OCC#CCN1CCCC1, [Na+], [OH-]. Product: OCC=CCN1CCCC1. Reaction SMILES: [Al+3:12].[CH2:19]1[O:20][CH2:21][CH2:22][CH2:23]1.[H-:11].[H-:14].[H-:15].[H-:16].[Li+:13].[N:1]1([CH2:6][C:7]#[C:8][CH2:9][OH:10])[CH2:2][CH2:3][CH2:4][CH2:5]1.[Na+:18].[OH-:17]>>[N:1]1([CH2:6][CH:7]=[CH:8][CH2:9][OH:10])[CH2:2][CH2:3][CH2:4][CH2:5]1. Reactants: COC(C1=C(C=C(C=O)C=C1)F)OC (4-dimethoxymethyl-3-fluorobenzaldehyde), ClC1=CC(=C(C=C1Cl)N)N (4,5-dichloro-1,2-phenylenediamine), C1(C=CC(C=C1)=O)=O (1,4-benzoquinone). Run in CO (methanol). Reaction conditions: time 16 hour. Product: ClC1=CC2=C(N=C(N2)C2=CC(=C(C=C2)C=O)F)C=C1Cl (5,6-dichloro-2-(3-fluoro-4-formylphenyl)benzimidazole). Yield: 26.7%. As a reaction SMILES: CO[CH:3]([O:13]C)[C:4]1[CH:11]=[CH:10][C:7]([CH:8]=O)=[CH:6][C:5]=1[F:12].[Cl:15][C:16]1[C:21]([Cl:22])=[CH:20][C:19]([NH2:23])=[C:18]([NH2:24])[CH:17]=1.C1(=O)C=CC(=O)C=C1>CO>[Cl:15][C:16]1[C:21]([Cl:22])=[CH:20][C:19]2[N:23]=[C:8]([C:7]3[CH:10]=[CH:11][C:4]([CH:3]=[O:13])=[C:5]([F:12])[CH:6]=3)[NH:24][C:18]=2[CH:17]=1. Reported procedure: A mixture of 4-dimethoxymethyl-3-fluorobenzaldehyde (321 mg, 1.62 mmol), 4,5-dichloro-1,2-phenylenediamine (283 mg, 1.60 mg) and 1,4-benzoquinone (173 mg, 1.60 mmol) in methanol (10 mL) was heated to reflux for 2 h. The solvent was removed under reduced pressure. To the residue were added tetrahydrofuran (15 mL) and hydrochloric acid (1 mol/L; 1.6 mL), and the mixture was stirred at room temperature for 16 h. Water was added and the precipitated products were collected by filtration, followed by...